Dataset: the Open Reaction Database (ORD), a public repository of structured organic reaction records. Task: describe an organic reaction: reactants, conditions, products, and yield The product is N[C@H](C(=O)O)CCCN(CCNC(=O)OCC1=CC=CC=C1)CCNC(=O)OCC1=CC=CC=C1 ((2S)-2-amino-5-[bis(2-{[(benzyloxy)carbonyl]amino}ethyl)amino]pentanoic acid). Reaction SMILES: [CH2:1]([O:8][C:9]([NH:11][CH2:12][CH2:13][N:14]([CH2:37][CH2:38][NH:39][C:40]([O:42][CH2:43][C:44]1[CH:49]=[CH:48][CH:47]=[CH:46][CH:45]=1)=[O:41])[CH2:15][CH2:16][CH2:17][C@H:18]([N:22](C(OC(C)(C)C)=O)C(OC(C)(C)C)=O)[C:19]([OH:21])=[O:20])=[O:10])[C:2]1[CH:7]=[CH:6][CH:5]=[CH:4][CH:3]=1>C(O)(C(F)(F)F)=O>[NH2:22][C@@H:18]([CH2:17][CH2:16][CH2:15][N:14]([CH2:37][CH2:38][NH:39][C:40]([O:42][CH2:43][C:44]1[CH:45]=[CH:46][CH:47]=[CH:48][CH:49]=1)=[O:41])[CH2:13][CH2:12][NH:11][C:9]([O:8][CH2:1][C:2]1[CH:3]=[CH:4][CH:5]=[CH:6][CH:7]=1)=[O:10])[C:19]([OH:21])=[O:20]. Solvent: C(=O)(C(F)(F)F)O (TFA). Starting materials: C(C1=CC=CC=C1)OC(=O)NCCN(CCC[C@@H](C(=O)O)N(C(=O)OC(C)(C)C)C(=O)OC(C)(C)C)CCNC(=O)OCC1=CC=CC=C1 ((2S)-5-[bis(2-{[(benzyloxy)carbonyl]amino}ethyl)amino]-2-{bis[(tert-butoxy)carbonyl]amino}pentanoic acid). Reported procedure: A solution of (2S)-5-[bis(2-{[(benzyloxy)carbonyl]amino}ethyl)amino]-2-{bis[(tert-butoxy)carbonyl]amino}pentanoic acid (1.82 g, 3.14 mmol) in TFA (20 mL) was stirred overnight. The TFA was removed under reduced pressure to give (2S)-2-amino-5-[bis(2-{[(benzyloxy)carbonyl]amino}ethyl)amino]pentanoic acid XXXII as a light brown foam (1.70 g, 2.83 mmol, 90% yield). ESIMS found for C25H34N4O6 m/z 487 (M+H). The yield is 90.1%.